Task: describe an organic reaction: reactants, conditions, products, and yield. Dataset: the Open Reaction Database (ORD), a public repository of structured organic reaction records Starting materials: ClC1=CC(=C(C(C(=O)OC)=C1)O)C(CC)=O (methyl 5-chloro-3-propionylsalicylate), [Na] (sodium), O1CCN(CC1)C(C)O (morpholinoethanol). The product is ClC1=CC(=C(C(C(=O)OCCN2CCOCC2)=C1)O)C(CC)=O (morpholinoethyl 5-chloro-3-propionylsalicylate). Isolated yield 88.8%. Reaction SMILES: [Cl:1][C:2]1[CH:11]=[C:6]([C:7]([O:9][CH3:10])=[O:8])[C:5]([OH:12])=[C:4]([C:13](=[O:16])[CH2:14][CH3:15])[CH:3]=1.[Na].[O:18]1[CH2:23][CH2:22][N:21]([CH:24](O)C)[CH2:20][CH2:19]1>>[Cl:1][C:2]1[CH:11]=[C:6]([C:7]([O:9][CH2:10][CH2:24][N:21]2[CH2:22][CH2:23][O:18][CH2:19][CH2:20]2)=[O:8])[C:5]([OH:12])=[C:4]([C:13](=[O:16])[CH2:14][CH3:15])[CH:3]=1 |^1:16|. Procedure: A 24.3 g (0.10 mole) quantity of methyl 5-chloro-3-propionylsalicylate was added to a solution of 0.5 g (0.022 mole) of sodium in 300 ml of morpholinoethanol. The mixture was maintained at room temperature for 24 hours and was heated at 2 hours at 90° C. The reaction mixture was subjected to distillation at reduced pressure to remove the excess unreacted morpholinoethanol and the methanol produced, and the residue was recrystallized from cyclohexane to obtain 38.0 g (88.8%) of crystals which mel... The reactants are C(C)(=O)OCC.Cl (hydrogen chloride-ethyl acetate), C(C)OC(=O)[C@H](CCCCCN1C(C=2C(C1=O)=CC=CC2)=O)N[C@H]2COC1=C(N(C2=O)CC(=O)OC(C)(C)C)C=CC=C1 (tert-butyl 3(S)-[1(S)-ethoxycarbonyl-6-phthalimidohexyl]amino-4-oxo-2,3,4,5-tetrahydro-1,5-benzoxazepine-5-acetate). The solvent is petroleum ether. Reaction conditions: time 3 hour. The product is Cl.C(C)OC(=O)[C@H](CCCCCN1C(C=2C(C1=O)=CC=CC2)=O)N[C@H]2COC1=C(N(C2=O)CC(=O)O)C=CC=C1 (3(S)-[1(S)-ethoxycarbonyl-6-phthalimidohexyl]amino-4oxo-2,3,4,5-tetrahydro-1,5-benzoxazepine-5-acetic acid hydrochloride). As a reaction SMILES: C(OCC)(=O)C.[ClH:7].[CH2:8]([O:10][C:11]([C@@H:13]([NH:30][C@@H:31]1[C:37](=[O:38])[N:36]([CH2:39][C:40]([O:42]C(C)(C)C)=[O:41])[C:35]2[CH:47]=[CH:48][CH:49]=[CH:50][C:34]=2[O:33][CH2:32]1)[CH2:14][CH2:15][CH2:16][CH2:17][CH2:18][N:19]1[C:23](=[O:24])[C:22]2=[CH:25][CH:26]=[CH:27][CH:28]=[C:21]2[C:20]1=[O:29])=[O:12])[CH3:9]>>[ClH:7].[CH2:8]([O:10][C:11]([C@@H:13]([NH:30][C@@H:31]1[C:37](=[O:38])[N:36]([CH2:39][C:40]([OH:42])=[O:41])[C:35]2[CH:47]=[CH:48][CH:49]=[CH:50][C:34]=2[O:33][CH2:32]1)[CH2:14][CH2:15][CH2:16][CH2:17][CH2:18][N:19]1[C:20](=[O:29])[C:21]2=[CH:28][CH:27]=[CH:26][CH:25]=[C:22]2[C:23]1=[O:24])=[O:12])[CH3:9] |f:0.1,3.4|. Procedure: A mixture of 5N hydrogen chloride-ethyl acetate solution (5 ml) and tert-butyl 3(S)-[1(S)-ethoxycarbonyl-6-phthalimidohexyl]amino-4-oxo-2,3,4,5-tetrahydro-1,5-benzoxazepine-5-acetate (0.1 g) is allowed to stand at room temperature for 3 hours. The mixture is diluted with petroleum ether (80 ml) to precipitate colorless powder, which is collected and dried in vacuo to give 3(S)-[1(S)-ethoxycarbonyl-6-phthalimidohexyl]amino-4oxo-2,3,4,5-tetrahydro-1,5-benzoxazepine-5-acetic acid hydrochloride (0.0... Reactants: CC=1C=CC(=C(C(=O)O)C1)[N+](=O)[O-] (5-methyl-2-nitrobenzoic acid), P(Cl)(Cl)(Cl)(Cl)Cl (phosphorus pentachloride), C(Cl)Cl (methylene chloride). Solvent: C1(=CC=CC=C1)C (toluene). Product: CC=1C=CC(=C(C(=O)Cl)C1)[N+](=O)[O-] (5-methyl-2-nitrobenzoyl chloride). As a reaction SMILES: [CH3:1][C:2]1[CH:3]=[CH:4][C:5]([N+:11]([O-:13])=[O:12])=[C:6]([CH:10]=1)[C:7](O)=[O:8].P(Cl)(Cl)(Cl)(Cl)[Cl:15].C(Cl)Cl>C1(C)C=CC=CC=1>[CH3:1][C:2]1[CH:3]=[CH:4][C:5]([N+:11]([O-:13])=[O:12])=[C:6]([CH:10]=1)[C:7]([Cl:15])=[O:8]. Procedure details: The reaction of 36.2 g of 5-methyl-2-nitrobenzoic acid and 41.6 g of phosphorus pentachloride in 150 ml of toluene gave a crude product which was treated with methylene chloride to give 5-methyl-2-nitrobenzoyl chloride as an oil. When 30 g of this acid chloride in 50 ml of tetrahydrofuran was added to a warm solution of 30.9 g of 5-aminotetrazole monohydrate in 600 ml of tetrahydrofuran and 30 ml of water, a precipitate formed quickly. This was allowed to stand for 1 hour, the white solid was se...